From a dataset of the Open Reaction Database (ORD), a public repository of structured organic reaction records. describe an organic reaction: reactants, conditions, products, and yield The reactants are C(C)(=O)NC1=NC(=C2N=CN(C2=N1)CC(\C=C\P(=O)(OC(C)C)OC(C)C)CO[Si](C1=CC=CC=C1)(C1=CC=CC=C1)C(C)(C)C)Cl ((E)-2-acetamido-9-[2-(t-butyldiphenylsilyloxy)methyl-4-(diisopropoxyphosphoryl)but-3-enyl]-6-chloropurine), C([O-])(O)=O.[Na+] (sodium bicarbonate). Solvent: Cl (hydrogen chloride). Yields the product NC1=NC(=C2N=CN(C2=N1)CC(\C=C\P(=O)(OC(C)C)OC(C)C)CO)OC ((E)-2-amino-9-[4-(diisopropoxyphosphoryl)-2-(hydroxymethyl)but-3-enyl]-6-methoxypurine). Isolated yield 72.0%. Reaction SMILES: C([NH:4][C:5]1[N:13]=[C:12]2[C:8]([N:9]=[CH:10][N:11]2[CH2:14][CH:15]([CH2:28][O:29][Si](C(C)(C)C)(C2C=CC=CC=2)C2C=CC=CC=2)/[CH:16]=[CH:17]/[P:18]([O:24][CH:25]([CH3:27])[CH3:26])([O:20][CH:21]([CH3:23])[CH3:22])=[O:19])=[C:7](Cl)[N:6]=1)(=O)C.[C:48](=O)(O)[O-:49].[Na+]>Cl>[NH2:4][C:5]1[N:13]=[C:12]2[C:8]([N:9]=[CH:10][N:11]2[CH2:14][CH:15]([CH2:28][OH:29])/[CH:16]=[CH:17]/[P:18]([O:20][CH:21]([CH3:23])[CH3:22])([O:24][CH:25]([CH3:27])[CH3:26])=[O:19])=[C:7]([O:49][CH3:48])[N:6]=1 |f:1.2|. Procedure details: A solution of (E)-2-acetamido-9-[2-(t-butyldiphenylsilyloxy)methyl-4-(diisopropoxyphosphoryl)but-3-enyl]-6-chloropurine (330 mg, 473 μmol) in 7% methanolic hydrogen chloride (15 ml) was stirred at room temperature for 7 h. The solution was reduced to 1/3 volume then neutralised by addition of saturated sodium bicarbonate solution. The solvent was removed and the residue purified by column chromatography on silica gel eluting with dichloromethane-methanol (19:1, 6:1) to give (E)-2-amino-9-[4-(dii... The reactants are [Br-], CC[Mg+], [Cl-], [Cl-], ClCCl, CC1(C(=O)Cl)CC(F)(F)C1(F)F, [Zn+2], c1ccc2[nH]ccc2c1. Product: CC1(C(=O)c2c[nH]c3ccccc23)CC(F)(F)C1(F)F. RXN SMILES: [Br-:22].[CH2:23]([Mg+:24])[CH3:25].[Cl-:29].[Cl-:31].[Cl:26][CH2:27][Cl:28].[F:1][C:2]1([F:12])[C:3]([C:8](=[O:9])[Cl:10])([CH3:11])[CH2:4][C:5]1([F:6])[F:7].[Zn+2:30].[nH:13]1[cH:14][cH:15][c:16]2[cH:17][cH:18][cH:19][cH:20][c:21]12>>[F:1][C:2]1([F:12])[C:3]([C:8](=[O:9])[c:15]2[cH:14][nH:13][c:21]3[c:16]2[cH:17][cH:18][cH:19][cH:20]3)([CH3:11])[CH2:4][C:5]1([F:6])[F:7]. The reactants are CN(C(=O)c1cc2c(s1)-c1cc(C(=O)O)ccc1OCC2)c1ccc(Cl)cc1Cl, NCCO. Yields the product CN(C(=O)c1cc2c(s1)-c1cc(C(=O)NCCO)ccc1OCC2)c1ccc(Cl)cc1Cl. As a reaction SMILES: [Cl:1][c:2]1[c:3]([N:9]([C:10](=[O:11])[c:12]2[cH:13][c:14]3[c:20]([s:21]2)-[c:19]2[c:18]([cH:25][cH:24][c:23]([C:26](=[O:27])[OH:28])[cH:22]2)[O:17][CH2:16][CH2:15]3)[CH3:29])[cH:4][cH:5][c:6]([Cl:8])[cH:7]1.[NH2:30][CH2:31][CH2:32][OH:33]>>[Cl:1][c:2]1[c:3]([N:9]([C:10](=[O:11])[c:12]2[cH:13][c:14]3[c:20]([s:21]2)-[c:19]2[c:18]([cH:25][cH:24][c:23]([C:26](=[O:28])[NH:30][CH2:31][CH2:32][OH:33])[cH:22]2)[O:17][CH2:16][CH2:15]3)[CH3:29])[cH:4][cH:5][c:6]([Cl:8])[cH:7]1. The reactants are CN(C)c1ccncc1, ClCCl, N#Cc1ccc(N(CCOc2ccc(N)cc2)CC(F)(F)F)cc1C(F)(F)F, C[Si](C)(C)N=C=O. Yields the product N#Cc1ccc(N(CCOc2ccc(NC(N)=O)cc2)CC(F)(F)F)cc1C(F)(F)F. As a reaction SMILES: [CH3:39][N:40]([c:41]1[cH:42][cH:43][n:44][cH:45][cH:46]1)[CH3:47].[Cl:36][CH2:37][Cl:38].[NH2:1][c:2]1[cH:3][cH:4][c:5]([O:8][CH2:9][CH2:10][N:11]([c:12]2[cH:13][c:14]([C:20]([F:21])([F:22])[F:23])[c:15]([C:16]#[N:17])[cH:18][cH:19]2)[CH2:24][C:25]([F:26])([F:27])[F:28])[cH:6][cH:7]1.[Si:29]([CH3:30])([CH3:31])([CH3:32])[N:33]=[C:34]=[O:35]>>[NH:1]([c:2]1[cH:3][cH:4][c:5]([O:8][CH2:9][CH2:10][N:11]([c:12]2[cH:13][c:14]([C:20]([F:21])([F:22])[F:23])[c:15]([C:16]#[N:17])[cH:18][cH:19]2)[CH2:24][C:25]([F:26])([F:27])[F:28])[cH:6][cH:7]1)[C:34]([NH2:33])=[O:35]. Starting materials: C(C)(C)(C)O[C@H](C(=O)OCC)C1=C(C2=CC(=CC=C2C=C1C)C#CC(C)(O)C1=CC=C(C=C1)F)C1=CC=C(C=C1)Cl ((2S)-ethyl 2-tert-butoxy-2-(1-(4-chlorophenyl)-7-(3-(4-fluorophenyl)-3-hydroxybut-1-ynyl)-3-methylnaphthalen-2-yl)acetate), [OH-].[Na+] (NaOH). Solvent: C1CCOC1.CO.O (THF MeOH H2O). Run at temperature 60 celsius, time 2 hour. Product: C(C)(C)(C)O[C@H](C(=O)O)C1=C(C2=CC(=CC=C2C=C1C)C#CC(C)(O)C1=CC=C(C=C1)F)C1=CC=C(C=C1)Cl ((2S)-2-tert-butoxy-2-(1-(4-chlorophenyl)-7-(3-(4-fluorophenyl)-3-hydroxybut-1-ynyl)-3-methylnaphthalen-2-yl)acetic acid). RXN SMILES: [C:1]([O:5][C@@H:6]([C:12]1[C:21]([CH3:22])=[CH:20][C:19]2[C:14](=[CH:15][C:16]([C:23]#[C:24][C:25]([C:28]3[CH:33]=[CH:32][C:31]([F:34])=[CH:30][CH:29]=3)([OH:27])[CH3:26])=[CH:17][CH:18]=2)[C:13]=1[C:35]1[CH:40]=[CH:39][C:38]([Cl:41])=[CH:37][CH:36]=1)[C:7]([O:9]CC)=[O:8])([CH3:4])([CH3:3])[CH3:2].[OH-].[Na+]>C1COCC1.CO.O>[C:1]([O:5][C@@H:6]([C:12]1[C:21]([CH3:22])=[CH:20][C:19]2[C:14](=[CH:15][C:16]([C:23]#[C:24][C:25]([C:28]3[CH:29]=[CH:30][C:31]([F:34])=[CH:32][CH:33]=3)([OH:27])[CH3:26])=[CH:17][CH:18]=2)[C:13]=1[C:35]1[CH:40]=[CH:39][C:38]([Cl:41])=[CH:37][CH:36]=1)[C:7]([OH:9])=[O:8])([CH3:2])([CH3:3])[CH3:4] |f:1.2,3.4.5|. Reported procedure: To a solution of (2S)-ethyl 2-tert-butoxy-2-(1-(4-chlorophenyl)-7-(3-(4-fluorophenyl)-3-hydroxybut-1-ynyl)-3-methylnaphthalen-2-yl)acetate (22 mg, 0.045 mmol) in 2:2:1 THF/MeOH/H2O (1 mL total) was added a NaOH solution (4 M, 0.2 mL). The reaction mixture was stirred at 60° C. for 2 h. The mixture was partially concentrated and diluted with MeCN and H2O and purified by reverse phase HPLC (MeCN/H2O) to give the titled compound. 1H-NMR: 400 MHz, (CD3OD) δ: 7.75 (d, J=8 Hz, 1H), 7.67 (m, 4H), 7.56 ... The reactants are o-nitrobenzyl, [SiH4] (silane), OC=1C=CC(=C(CO)C1)[N+](=O)[O-] (5-hydroxy-2-nitrobenzyl alcohol), [OH-].[Na+] (NaOH), C(CCCCCCCCC=C)(=O)Br (undecylenic bromide). The reagents and catalysts are [Br-].C(C1=CC=CC=C1)[N+](CCCC)(CCCC)CCCC (benzyltributylammonium bromide). Yields the product [N+](=O)([O-])C1=C(C=C(C=C1)OCCCCCCCCCC=C)CO (2-nitro-5-(10-undecenyloxy)phenylmethanol). As a reaction SMILES: [SiH4].[OH:2][C:3]1[CH:4]=[CH:5][C:6]([N+:11]([O-:13])=[O:12])=[C:7]([CH:10]=1)[CH2:8][OH:9].[OH-].[Na+].[C:16](Br)(=O)[CH2:17][CH2:18][CH2:19][CH2:20][CH2:21][CH2:22][CH2:23][CH2:24][CH:25]=[CH2:26]>[Br-].C([N+](CCCC)(CCCC)CCCC)C1C=CC=CC=1>[N+:11]([C:6]1[CH:5]=[CH:4][C:3]([O:2][CH2:26][CH2:25][CH2:24][CH2:23][CH2:22][CH2:21][CH2:20][CH2:19][CH2:18][CH:17]=[CH2:16])=[CH:10][C:7]=1[CH2:8][OH:9])([O-:13])=[O:12] |f:2.3,5.6|. Procedure details: Synthesis of a o-nitrobenzyl PEG-silane of the above formula wherein R3 is H and m=11 was achieved in three steps. First, 5-hydroxy-2-nitrobenzyl alcohol I in 0.3 NaOH was refluxed for four days with undecylenic bromide II (dissolved in CH2Cl2) in the presence of benzyltributylammonium bromide to form 2-nitro-5-(10-undecenyloxy)phenylmethanol III according to the following reaction scheme: ##STR6## The reactants are CC1=C(C=C(C=C1)C(C(F)(F)F)(F)F)[N+](=O)[O-] (1-methyl-2-nitro-4-(perfluoroethyl)benzene), N1CCCC1 (pyrollidine), COC(N(C)C)OC (dimethyl formamide dimethyl acetal). Run in C1(=CC=CC=C1)C (toluene). The product is CN(\C=C\C1=C(C=C(C=C1)C(C(F)(F)F)(F)F)[N+](=O)[O-])C ((E)-N,N-dimethyl-2-(2-nitro-4-(perfluoroethyl)phenyl)ethenamine). As a reaction SMILES: [CH3:1][C:2]1[CH:7]=[CH:6][C:5]([C:8]([F:14])([F:13])[C:9]([F:12])([F:11])[F:10])=[CH:4][C:3]=1[N+:15]([O-:17])=[O:16].N1CCCC1.CO[CH:25](OC)[N:26]([CH3:28])[CH3:27]>C1(C)C=CC=CC=1>[CH3:25][N:26]([CH3:28])/[CH:27]=[CH:1]/[C:2]1[CH:7]=[CH:6][C:5]([C:8]([F:13])([F:14])[C:9]([F:12])([F:11])[F:10])=[CH:4][C:3]=1[N+:15]([O-:17])=[O:16]. Procedure: To a solution of 1-methyl-2-nitro-4-(perfluoroethyl)benzene (10.0 g, 39.2 mmol) and pyrollidine (2.79 g, 39.2 mmol) in toluene (250 mL) was added dimethyl formamide dimethyl acetal (4.96 g, 39.2 mmol). The mixture was heated to reflux for 16 hours. After cooling to room temperature the mixture was concentrated under vacuum and the resulting oil was immediately used in the next reaction. Reactants: C(C1=CC=CC=C1)(=O)OCC([C@H]1CC[C@H]2[C@@H]3CCC4=CC(CC[C@]4(C)[C@H]3CC[C@]12C)=O)=O (4-pregnene-3,20-dione-21-ol benzoate), C1CSC2(C=C3CC[C@H]4[C@@H]5CC[C@H](C(COC(C6=CC=CC=C6)=O)=O)[C@]5(CC=C4[C@]3(CC2)C)C)S1 (21-benzoyloxy-4,9(11)-pregnadiene-3,20-dione-3-ethylenedithioacetal), crude product. The solvent is C(Cl)(Cl)Cl (chloroform). The product is C(C1=CC=CC=C1)(=O)OCC([C@H]1CC[C@H]2[C@@H]3CCC4=CC(CC[C@]4(C)C3=CC[C@]12C)=O)=O (4,9(11)-pregnadiene-3,20-dione-21-ol benzoate). The yield is 42.0%. As a reaction SMILES: [C:1]([O:9][CH2:10][C:11](=[O:32])[C@@H:12]1[C@:29]2([CH3:30])[C@H:15]([C@H:16]3[C@H:26]([CH2:27][CH2:28]2)[C@:24]2([CH3:25])[C:19](=[CH:20][C:21](=[O:31])[CH2:22][CH2:23]2)[CH2:18][CH2:17]3)[CH2:14][CH2:13]1)(=[O:8])[C:2]1[CH:7]=[CH:6][CH:5]=[CH:4][CH:3]=1.C1SC2(CC[C@@]3(C)C(CC[C@@H]4C3=CC[C@@]3(C)[C@H]4CC[C@@H]3C(=O)COC(=O)C3C=CC=CC=3)=C2)SC1>C(Cl)(Cl)Cl>[C:1]([O:9][CH2:10][C:11](=[O:32])[C@@H:12]1[C@:29]2([CH3:30])[C@H:15]([C@H:16]3[C:26](=[CH:27][CH2:28]2)[C@:24]2([CH3:25])[C:19](=[CH:20][C:21](=[O:31])[CH2:22][CH2:23]2)[CH2:18][CH2:17]3)[CH2:14][CH2:13]1)(=[O:8])[C:2]1[CH:7]=[CH:6][CH:5]=[CH:4][CH:3]=1. Reported procedure: The process described for the preparation of 4-pregnene-3,20-dione-21-ol benzoate (see the further-conversion of the product described in Example 4) is followed by using 4.97 g (9.7 mmoles) of 21-benzoyloxy-4,9(11)-pregnadiene-3,20-dione-3-ethylenedithioacetal as starting material [prepared as described in the preceding Step (a)], except that the crude product is not subjected to chromatography, but it is recrystallized from ethyl acetate under purifying with activated carbon to give 1.8 g (42% ... The reactants are N[C@@H]1CC[C@H](CC1)NC(=O)C1=CNC2=C1N=CN=C2C2=C(C=CC=C2)OCC2CC2 (trans-4-(2-Cyclopropylmethoxy-phenyl)-5H-pyrrolo[3,2-d]pyrimidine-7-carboxylic acid (4-amino-cyclohexyl)-amide), COCC(=O)Cl (methoxy-acetyl chloride). Product: COCC(=O)N[C@@H]1CC[C@H](CC1)NC(=O)C1=CNC2=C1N=CN=C2C2=C(C=CC=C2)OCC2CC2 (trans-4-(2-Cyclopropylmethoxy-phenyl)-5H-pyrrolo[3,2-d]pyrimidine-7-carboxylic acid [4-(2-methoxy-acetylamino)-cyclohexyl]-amide). As a reaction SMILES: [NH2:1][C@H:2]1[CH2:7][CH2:6][C@H:5]([NH:8][C:9]([C:11]2[C:15]3[N:16]=[CH:17][N:18]=[C:19]([C:20]4[CH:25]=[CH:24][CH:23]=[CH:22][C:21]=4[O:26][CH2:27][CH:28]4[CH2:30][CH2:29]4)[C:14]=3[NH:13][CH:12]=2)=[O:10])[CH2:4][CH2:3]1.[CH3:31][O:32][CH2:33][C:34](Cl)=[O:35]>>[CH3:31][O:32][CH2:33][C:34]([NH:1][C@H:2]1[CH2:7][CH2:6][C@H:5]([NH:8][C:9]([C:11]2[C:15]3[N:16]=[CH:17][N:18]=[C:19]([C:20]4[CH:25]=[CH:24][CH:23]=[CH:22][C:21]=4[O:26][CH2:27][CH:28]4[CH2:29][CH2:30]4)[C:14]=3[NH:13][CH:12]=2)=[O:10])[CH2:4][CH2:3]1)=[O:35]. Reported procedure: Starting from trans-4-(2-Cyclopropylmethoxy-phenyl)-5H-pyrrolo[3,2-d]pyrimidine-7-carboxylic acid (4-amino-cyclohexyl)-amide (example A161) and methoxy-acetyl chloride the title compound is obtained as colorless solid.